From a dataset of the Open Reaction Database (ORD), a public repository of structured organic reaction records. describe an organic reaction: reactants, conditions, products, and yield Starting materials: Cl[SiH]1CCC(CC1)C1=CC=C(C#N)C=C1 (4-(4-chloro -4-silacyclohexyl) benzonitrile). Run in O1CCCC1 (THF). Yields the product C(CCCCCC)[SiH]1CCC(CC1)C1=CC=C(C#N)C=C1 (4-(4-n-heptyl -4-silacyclohexyl) benzonitrile). Yield: 92.0%. Reaction SMILES: Cl[SiH:2]1[CH2:7][CH2:6][CH:5]([C:8]2[CH:15]=[CH:14][C:11]([C:12]#[N:13])=[CH:10][CH:9]=2)[CH2:4][CH2:3]1>O1CCCC1>[CH2:3]([SiH:2]1[CH2:7][CH2:6][CH:5]([C:8]2[CH:15]=[CH:14][C:11]([C:12]#[N:13])=[CH:10][CH:9]=2)[CH2:4][CH2:3]1)[CH2:4][CH2:5][CH2:8][CH2:9][CH2:10][CH3:11]. Procedure: 3.6 g (20 mmol) of 1-bromo-n-heptane was dropped into a mixture of 0.5 g of magnesium (21 mmol) and 50 ml of tetrahydrofuran (THF) to obtain Grignard reagent. This solution was then added to a mixture of 2.8 g of zinc chloride and 20 ml of THF to obtain the organozinc reagent. This solution was then dropped into a 50 ml THF solution of 4.7 g (20 mmol) of 4-(4-chloro -4-silacyclohexyl) benzonitrile to obtain 4-(4-n-heptyl -4-silacyclohexyl) benzonitrile. The reactants are O (water), C(\C=C/C(=O)O)(=O)O (maleic acid), [H-].[Al+3].[Li+].[H-].[H-].[H-] (Lithium aluminum hydride), CN(C)CCC(C=1NC=CN1)C1=CC=C(C(=O)OC)C=C1 (4-[3-(N,N-dimethylamino)-1-(imidazol-2-yl)propyl]benzoic acid, methyl ester). The solvent is CO (methanol), CO (methanol), O1CCCC1 (tetrahydrofuran). Run at time 2 hour. The product is maleate salt hemihydrate, CN(C)CCC(C=1NC=CN1)C1=CC=C(C=C1)CO (4-[3-(N,N-Dimethylamino)-1-(imidazol-2-yl)propyl]benzenemethanol). RXN SMILES: [H-].[Al+3].[Li+].[H-].[H-].[H-].[CH3:7][N:8]([CH2:10][CH2:11][CH:12]([C:18]1[CH:27]=[CH:26][C:21]([C:22](OC)=[O:23])=[CH:20][CH:19]=1)[C:13]1[NH:14][CH:15]=[CH:16][N:17]=1)[CH3:9].O.C(O)(=O)/C=C\C(O)=O>O1CCCC1.CO>[CH3:7][N:8]([CH2:10][CH2:11][CH:12]([C:18]1[CH:19]=[CH:20][C:21]([CH2:22][OH:23])=[CH:26][CH:27]=1)[C:13]1[NH:17][CH:16]=[CH:15][N:14]=1)[CH3:9] |f:0.1.2.3.4.5|. Reported procedure: Lithium aluminum hydride (0.4 g) was added slowly to a stirred solution of 4-[3-(N,N-dimethylamino)-1-(imidazol-2-yl)propyl]benzoic acid, methyl ester (1.0 g) in dry tetrahydrofuran (40 ml) under nitrogen. After stirring for 2 hr., water (3 ml) was added, and the granular suspension was filtered off. The filtrate was evaporated to dryness to give a colourless gum which was dissolved in methanol (5 ml) and treated with a solution of maleic acid (0.4 g) in methanol (5 ml). Solvent was removed and ... Isolated yield 166.1%. Reaction SMILES: C(OC(=O)[NH:7][C:8]1([CH2:16][CH2:17][C:18]2[CH:23]=[CH:22][C:21]([O:24][CH2:25][CH2:26][CH2:27][C:28]3[CH:33]=[CH:32][CH:31]=[C:30]([Cl:34])[C:29]=3[Cl:35])=[C:20]([C:36]([F:39])([F:38])[F:37])[CH:19]=2)[CH2:13][O:12]C(C)(C)[O:10][CH2:9]1)(C)(C)C.Cl>C(O)C>[ClH:34].[NH2:7][C:8]([CH2:16][CH2:17][C:18]1[CH:23]=[CH:22][C:21]([O:24][CH2:25][CH2:26][CH2:27][C:28]2[CH:33]=[CH:32][CH:31]=[C:30]([Cl:34])[C:29]=2[Cl:35])=[C:20]([C:36]([F:39])([F:38])[F:37])[CH:19]=1)([CH2:13][OH:12])[CH2:9][OH:10] |f:3.4|. The solvent is C(C)O (ethanol). Run at temperature 80 celsius, time 2 hour. Starting materials: C(C)(C)(C)OC(NC1(COC(OC1)(C)C)CCC1=CC(=C(C=C1)OCCCC1=C(C(=CC=C1)Cl)Cl)C(F)(F)F)=O ([5-(2-{4-[3-(2,3-dichlorophenyl)propoxy]-3-trifluoromethylphenyl}ethyl)-2,2-dimethyl-1,3-dioxan-5-yl]carbamic acid t-butyl ester), Cl (hydrochloric acid). Procedure details: Compound 60-4 (770 mg) was dissolved in ethanol (15 ml), concentrated hydrochloric acid (1.5 ml) was added, and the mixture was stirred at 80° C. for 2 hr. The reaction mixture was concentrated, and the residue was washed with diethyl ether to give the object product (530 mg) as a white powder. The product is Cl.NC(CO)(CO)CCC1=CC(=C(C=C1)OCCCC1=C(C(=CC=C1)Cl)Cl)C(F)(F)F (2-amino-2-(2-{4-[3-(2,3-dichlorophenyl)propoxy]-3-trifluoromethylphenyl}ethyl)propane-1,3-diol hydrochloride). Starting materials: Cl[C@H](C)C=1C=C(C#N)C=CN1 (2-((R)-1-chloro-ethyl)-isonicotinonitrile), NC=1SC2=C(N=C(N=C2N[C@@H](CO)CC(C)C)S)N1 ((2R)-2-[(2-amino-5-mercapto[1,3]thiazolo[4,5-d]pyrimidin-7-yl)amino]-4-methylpentan-1-ol). The product is NC=1SC2=C(N=C(N=C2N[C@H](CC(C)C)CO)S[C@@H](C)C=2C=C(C#N)C=CN2)N1 (2-{(1S)-1-[(2-Amino-7-{[(1R)-1-(hydroxymethyl)-3-methylbutyl]amino}[1,3]thiazolo[4,5-d]pyrimidin-5-yl)thio]ethyl}isonicotinonitrile). The yield is 20.2%. RXN SMILES: Cl[C@@H:2]([C:4]1[CH:5]=[C:6]([CH:9]=[CH:10][N:11]=1)[C:7]#[N:8])[CH3:3].[NH2:12][C:13]1[S:14][C:15]2[C:20]([NH:21][C@H:22]([CH2:25][CH:26]([CH3:28])[CH3:27])[CH2:23][OH:24])=[N:19][C:18]([SH:29])=[N:17][C:16]=2[N:30]=1>>[NH2:12][C:13]1[S:14][C:15]2[C:20]([NH:21][C@@H:22]([CH2:23][OH:24])[CH2:25][CH:26]([CH3:27])[CH3:28])=[N:19][C:18]([S:29][C@H:2]([C:4]3[CH:5]=[C:6]([CH:9]=[CH:10][N:11]=3)[C:7]#[N:8])[CH3:3])=[N:17][C:16]=2[N:30]=1. Procedure details: The title compound was prepared according to General Method A starting from 2-((R)-1-chloro-ethyl)-isonicotinonitrile (46 mg, 0.28 mmol) and (2R)-2-[(2-amino-5-mercapto[1,3]thiazolo[4,5-d]pyrimidin-7-yl)amino]-4-methylpentan-1-ol (69 mg, 0.23 mmol). Purification by chiral HPLC (Column: Chiralpak AD 50×150 mm, eluent: heptane:isopropanol 85:15), flowrate 60 ml/min) yielded the title compound (20 mg, 20% yield). Reactants: C1CCOC1, CCc1c(C(C)O)cnn1-c1ccccc1, O=[Mn]=O. Product: CCc1c(C(C)=O)cnn1-c1ccccc1. RXN SMILES: [CH2:17]1[O:18][CH2:19][CH2:20][CH2:21]1.[CH2:1]([CH3:2])[c:3]1[c:4]([CH:14]([CH3:15])[OH:16])[cH:5][n:6][n:7]1-[c:8]1[cH:9][cH:10][cH:11][cH:12][cH:13]1.[O:22]=[Mn:23]=[O:24]>>[CH2:1]([CH3:2])[c:3]1[c:4]([C:14]([CH3:15])=[O:16])[cH:5][n:6][n:7]1-[c:8]1[cH:9][cH:10][cH:11][cH:12][cH:13]1. The reactants are CCN=C=NCCCN(C)C, CNC, CN(C)c1ccncc1, CC(C)c1ncc2c(=O)[nH]c3cc(C(=O)O)ccc3n12, Cl, Cl, On1nnc2ccccc21, c1ccncc1. Product: CC(C)c1ncc2c(=O)[nH]c3cc(C(=O)N(C)C)ccc3n12. Reaction SMILES: [CH2:36]([N:37]=[C:38]=[N:39][CH2:40][CH2:41][CH2:42][N:43]([CH3:44])[CH3:45])[CH3:46].[CH3:22][NH:23][CH3:24].[CH3:47][N:48]([CH3:49])[c:50]1[cH:51][cH:52][n:53][cH:54][cH:55]1.[CH:1]([CH3:2])([CH3:3])[c:4]1[n:5][cH:6][c:7]2[n:8]1[c:9]1[cH:10][cH:11][c:12]([C:18](=[O:19])[OH:20])[cH:13][c:14]1[nH:15][c:16]2=[O:17].[ClH:21].[ClH:35].[OH:25][n:26]1[c:27]2[cH:28][cH:29][cH:30][cH:31][c:32]2[n:33][n:34]1.[cH:56]1[cH:57][cH:58][n:59][cH:60][cH:61]1>>[CH:1]([CH3:2])([CH3:3])[c:4]1[n:5][cH:6][c:7]2[n:8]1[c:9]1[cH:10][cH:11][c:12]([C:18](=[O:20])[N:23]([CH3:22])[CH3:24])[cH:13][c:14]1[nH:15][c:16]2=[O:17]. Reactants: CC1=C(C(=CC=C1)C)C1=CC=CC2=C1CC(O2)CN ((±)-1-[4-(2,6-dimethylphenyl)-2,3-dihydro-1-benzofuran-2-yl]methanamine), Intermediate 12, C(C)(C)N(CC)C(C)C (diisopropylethylamine), ClC(=O)OCC1=CC=CC=C1 (benzyl chloroformate). The product is CC1=C(C(=CC=C1)C)C1=CC=CC2=C1CC(O2)CNC(OCC2=CC=CC=C2)=O ((±)-benzyl {[4-(2,6-dimethylphenyl)-2,3-dihydro-1-benzofuran-2-yl]methyl}carbamate). The yield is 94.8%. Reaction SMILES: [CH3:1][C:2]1[CH:7]=[CH:6][CH:5]=[C:4]([CH3:8])[C:3]=1[C:9]1[C:14]2[CH2:15][CH:16]([CH2:18][NH2:19])[O:17][C:13]=2[CH:12]=[CH:11][CH:10]=1.C(N(C(C)C)CC)(C)C.Cl[C:30]([O:32][CH2:33][C:34]1[CH:39]=[CH:38][CH:37]=[CH:36][CH:35]=1)=[O:31]>>[CH3:1][C:2]1[CH:7]=[CH:6][CH:5]=[C:4]([CH3:8])[C:3]=1[C:9]1[C:14]2[CH2:15][CH:16]([CH2:18][NH:19][C:30](=[O:31])[O:32][CH2:33][C:34]3[CH:39]=[CH:38][CH:37]=[CH:36][CH:35]=3)[O:17][C:13]=2[CH:12]=[CH:11][CH:10]=1. Reported procedure: Treatment of (±)-1-[4-(2,6-dimethylphenyl)-2,3-dihydro-1-benzofuran-2-yl]methanamine (1.2 g, 4.14 mmol) with diisopropylethylamine (0.803 g, 6.21 mmol) followed by benzyl chloroformate (0.848 g, 4.97 mmol) generally according to the procedure described for Intermediate 12 provided 1.52 g (95%) of (±)-benzyl {[4-(2,6-dimethylphenyl)-2,3-dihydro-1-benzofuran-2-yl]methyl}carbamate as a colorless oil. Anal. calcd. for C25H25NO3: C, 77.49; H, 6.5; N, 3.61. Found: C, 76.66; H, 6.31; N, 3.44. Chiral HP... Run in O1CCCC1 (tetrahydrofuran). Yields the product F[C@H](COC1=CC=C(C(=O)O)C=C1)CCCCCC ((S)-4-(2-fluorooctyloxy)benzoic acid). The reactants are N(=NC(=O)OCC)C(=O)OCC (diethyl azodicarboxylate), OC1=CC=C(C(=O)OC)C=C1 (methyl 4-hydroxybenzoate), F[C@H](CO)CCCCCC ((S)-2-fluoro-1-octanol), C1(=CC=CC=C1)P(C1=CC=CC=C1)C1=CC=CC=C1 (triphenylphosphine). Reported procedure: 0.1 mol of methyl 4-hydroxybenzoate, 0.1 mol of (S)-2-fluoro-1-octanol and 0.12 mol of triphenylphosphine are dissolved in 250 ml of tetrahydrofuran, and 0.12 mol of diethyl azodicarboxylate is added dropwise with stirring and ice cooling. The mixture is allowed to warm to room temperature, and is then stirred for a further 8 hours. The solvent is then distilled, and the methyl 4-(2-fluorooctyloxy)benzoate is purified by column chromatography. Saponification using aqueous/alcoholic potassium hyd... As a reaction SMILES: [OH:1][C:2]1[CH:11]=[CH:10][C:5]([C:6]([O:8]C)=[O:7])=[CH:4][CH:3]=1.[F:12][C@@H:13]([CH2:16][CH2:17][CH2:18][CH2:19][CH2:20][CH3:21])[CH2:14]O.C1(P(C2C=CC=CC=2)C2C=CC=CC=2)C=CC=CC=1.N(C(OCC)=O)=NC(OCC)=O>O1CCCC1>[F:12][C@@H:13]([CH2:16][CH2:17][CH2:18][CH2:19][CH2:20][CH3:21])[CH2:14][O:1][C:2]1[CH:11]=[CH:10][C:5]([C:6]([OH:8])=[O:7])=[CH:4][CH:3]=1. Starting materials: CN1N=CC2=C(CC1=O)C=CC=C2 (4,5-dihydro-3-methyl-3H-2,3-benzodiazepin-4-one), C[Si](C)(C)[N-][Si](C)(C)C.[K+] (potassium bis(trimethylsilyl)amide), C1(=CC=CC=C1)C (toluene), C(C)(C)C1=C(C(=CC(=C1)C(C)C)C(C)C)S(=O)(=O)N=[N+]=[N-] (2,4,6-triisopropylbenzenesulfonyl azide), C(C)(=O)O (acetic acid). The solvent is CCOC(=O)C (EtOAc), O1CCCC1 (tetrahydrofuran), C1CCOC1 (THF). Run at time 15 minute. Yields the product N(=[N+]=[N-])C1C(N(N=CC2=C1C=CC=C2)C)=O (5(R,S)-azido-4,5-dihydro-3-methyl-3H-2,3-benzodiazepin-4-one). Isolated yield 75.0%. As a reaction SMILES: [CH3:1][N:2]1[C:8](=[O:9])[CH2:7][C:6]2[CH:10]=[CH:11][CH:12]=[CH:13][C:5]=2[CH:4]=[N:3]1.C[Si]([N-][Si](C)(C)C)(C)C.[K+].C1(C)C=CC=CC=1.C(C1C=C(C(C)C)C=C(C(C)C)C=1S([N:49]=[N+:50]=[N-:51])(=O)=O)(C)C.C(O)(=O)C>O1CCCC1.CCOC(C)=O>[N:49]([CH:7]1[C:6]2[CH:10]=[CH:11][CH:12]=[CH:13][C:5]=2[CH:4]=[N:3][N:2]([CH3:1])[C:8]1=[O:9])=[N+:50]=[N-:51] |f:1.2|. Procedure: To a well stirred solution of 4,5-dihydro-3-methyl-3H-2,3-benzodiazepin-4-one (3.0 g, 17.2 mmol) in anhydrous tetrahydrofuran (100 mL) at −78° C. was added a solution of 0.5 M potassium bis(trimethylsilyl)amide in toluene (45 mL, 22.4 mmol). The reaction mixture was stirred for another 15 min followed by addition of a pre-cooled solution of 2,4,6-triisopropylbenzenesulfonyl azide (trisyl azide) (5.8 g, 19 mmol) in THF (0.4M) via a cannula over a period of 2 min (Evans et al., J. Amer. Chem. Soc.... Starting materials: [BH4-].[Na+] (sodium borohydride), [N+](=O)([O-])C=1C=CC2=C(C(CCCO2)=O)C1 (3,4-dihydro-7-nitro-1-benzoxepin-5(2H)-one), ice water. Run in CO (methanol). Reaction conditions: time 30 minute. Yields the product [N+](=O)([O-])C=1C=CC2=C(C(CCCO2)O)C1 (7-nitro-2,3,4,5-tetrahydro-1-benzoxepin-5-ol). Yield: 85.2%. As a reaction SMILES: [BH4-].[Na+].[N+:3]([C:6]1[CH:7]=[CH:8][C:9]2[O:15][CH2:14][CH2:13][CH2:12][C:11](=[O:16])[C:10]=2[CH:17]=1)([O-:5])=[O:4]>CO>[N+:3]([C:6]1[CH:7]=[CH:8][C:9]2[O:15][CH2:14][CH2:13][CH2:12][CH:11]([OH:16])[C:10]=2[CH:17]=1)([O-:5])=[O:4] |f:0.1|. Reported procedure: 10.2 g of sodium borohydride were added in portions at 0° C. with vigorous stirring to a suspension of 50 g of 3,4-dihydro-7-nitro-1-benzoxepin-5(2H)-one (J. Chem. Soc., Perkin Trans. 1 (1991), 2763) in 345 ml of methanol. After 30 min, the reaction mixture was added to ice water, the solid was filtered off with suction and 43 g of 7-nitro-2,3,4,5-tetrahydro-1-benzoxepin-5-ol was obtained. This was heated on a water separator for 2 h with 1 g of p-toluenesulfonic acid in 520 ml of toluene. After...